This data is from the Open Reaction Database (ORD), a public repository of structured organic reaction records. The task is: describe an organic reaction: reactants, conditions, products, and yield Starting materials: CC(C)(c1ccccc1)N1CC(CBr)C(c2cccc(F)c2)C1=O, Cc1ccccc1, C1CCC2=NCCCN2CC1, O. The product is CC(C)(c1ccccc1)N1CC2CC2(c2cccc(F)c2)C1=O. RXN SMILES: [CH3:1][C:2]([CH3:3])([c:4]1[cH:5][cH:6][cH:7][cH:8][cH:9]1)[N:10]1[C:11](=[O:24])[CH:12]([c:17]2[cH:18][c:19]([F:23])[cH:20][cH:21][cH:22]2)[CH:13]([CH2:15][Br:16])[CH2:14]1.[CH3:37][c:38]1[cH:39][cH:40][cH:41][cH:42][cH:43]1.[N:25]12[CH2:26][CH2:27][CH2:28][N:29]=[C:30]1[CH2:31][CH2:32][CH2:33][CH2:34][CH2:35]2.[OH2:36]>>[CH3:1][C:2]([CH3:3])([c:4]1[cH:5][cH:6][cH:7][cH:8][cH:9]1)[N:10]1[C:11](=[O:24])[C:12]2([c:17]3[cH:18][c:19]([F:23])[cH:20][cH:21][cH:22]3)[CH:13]([CH2:14]1)[CH2:15]2.